Dataset: the Open Reaction Database (ORD), a public repository of structured organic reaction records. Task: describe an organic reaction: reactants, conditions, products, and yield Starting materials: CS(C)=O, COC(=O)C(F)(F)F, [H-], [Na+], O, OCCCl. The product is COC1(C(F)(F)F)OCCO1. RXN SMILES: [CH3:13][S:14]([CH3:15])=[O:16].[F:1][C:2]([C:3](=[O:4])[O:5][CH3:6])([F:7])[F:8].[H-:18].[Na+:17].[OH2:19].[OH:9][CH2:10][CH2:11][Cl:12]>>[F:1][C:2]([C:3]1([O:5][CH3:6])[O:4][CH2:11][CH2:10][O:9]1)([F:7])[F:8]. The reactants are CCOC(C)=O, COC(=O)c1c(SCc2ccc(OC)cc2)nc(-c2ccccc2)n1Cc1cc2c(cc1Cl)OCO2, C1CCOC1. The product is COc1ccc(CSc2nc(-c3ccccc3)n(Cc3cc4c(cc3Cl)OCO4)c2C(=O)O)cc1. Reaction SMILES: [C:37]([O:38][CH2:39][CH3:40])(=[O:41])[CH3:42].[Cl:1][c:2]1[c:3]([CH2:11][n:12]2[c:13](-[c:31]3[cH:32][cH:33][cH:34][cH:35][cH:36]3)[n:14][c:15]([S:21][CH2:22][c:23]3[cH:24][cH:25][c:26]([O:29][CH3:30])[cH:27][cH:28]3)[c:16]2[C:17](=[O:18])[O:19][CH3:20])[cH:4][c:5]2[c:6]([cH:10]1)[O:7][CH2:8][O:9]2.[O:43]1[CH2:44][CH2:45][CH2:46][CH2:47]1>>[Cl:1][c:2]1[c:3]([CH2:11][n:12]2[c:13](-[c:31]3[cH:32][cH:33][cH:34][cH:35][cH:36]3)[n:14][c:15]([S:21][CH2:22][c:23]3[cH:24][cH:25][c:26]([O:29][CH3:30])[cH:27][cH:28]3)[c:16]2[C:17](=[O:18])[OH:19])[cH:4][c:5]2[c:6]([cH:10]1)[O:7][CH2:8][O:9]2.